Dataset: the Open Reaction Database (ORD), a public repository of structured organic reaction records. Task: describe an organic reaction: reactants, conditions, products, and yield Starting materials: ClCCl, C=C(C)c1ccccc1, [Cl-], [Cl-], CC(C)(N=C=O)c1ccc2cc(C(C)(C)N=C=O)ccc2c1, N#CO[Na], O, [Zn+2], c1ccncc1. Yields the product CC(C)(Cl)c1ccccc1. As a reaction SMILES: [CH2:42]([Cl:43])[Cl:44].[CH3:1][C:2](=[CH2:3])[c:4]1[cH:5][cH:6][cH:7][cH:8][cH:9]1.[Cl-:45].[Cl-:47].[N:10]([C:11]([c:12]1[cH:13][cH:14][c:15]2[c:16]([cH:17][cH:18][c:19]([C:20]([CH3:21])([N:22]=[C:23]=[O:24])[CH3:25])[cH:26]2)[cH:27]1)([CH3:28])[CH3:29])=[C:30]=[O:31].[Na:32][O:33][C:34]#[N:35].[OH2:48].[Zn+2:46].[cH:36]1[cH:37][cH:38][n:39][cH:40][cH:41]1>>[CH3:1][C:2]([CH3:3])([c:4]1[cH:5][cH:6][cH:7][cH:8][cH:9]1)[Cl:43]. Starting materials: Cc1cc(C)c(-c2cc(SCCC(=O)NCCCCCNC(=O)OC(C)(C)C)nc(N)n2)cc1C(=O)OC(C)(C)C, CCN=C=NCCCN(C)C, COc1ccccc1, CCN(C(C)C)C(C)C, ClCCl, Cl, On1nnc2ccccc21, O=C(O)C(F)(F)F. Yields the product Cc1cc(C)c2cc1C(=O)NCCCCCNC(=O)CCSc1cc-2nc(N)n1. As a reaction SMILES: [C:16]([O:17][C:18](=[O:19])[c:22]1[c:23]([CH3:55])[cH:24][c:25]([CH3:54])[c:26](-[c:28]2[n:29][c:30]([NH2:53])[n:31][c:32]([S:34][CH2:35][CH2:36][C:37]([NH:38][CH2:39][CH2:40][CH2:41][CH2:42][CH2:43][NH:44][C:45]([O:47][C:20]([CH3:21])([CH3:46])[CH3:48])=[O:49])=[O:52])[cH:33]2)[cH:27]1)([CH3:50])([CH3:51])[CH3:56].[CH2:77]([N:78]=[C:79]=[N:80][CH2:81][CH2:82][CH2:83][N:84]([CH3:85])[CH3:86])[CH3:87].[CH3:1][O:2][c:3]1[cH:4][cH:5][cH:6][cH:7][cH:8]1.[CH:67]([N:68]([CH:69]([CH3:70])[CH3:71])[CH2:72][CH3:73])([CH3:74])[CH3:75].[Cl:88][CH2:89][Cl:90].[ClH:76].[OH:57][n:58]1[c:59]2[cH:60][cH:61][cH:62][cH:63][c:64]2[n:65][n:66]1.[OH:9][C:10]([C:11]([F:12])([F:13])[F:14])=[O:15]>>[c:22]12[c:23]([CH3:55])[cH:24][c:25]([CH3:54])[c:26]([cH:27]1)-[c:28]1[n:29][c:30]([NH2:53])[n:31][c:32]([cH:33]1)[S:34][CH2:35][CH2:36][C:37](=[O:52])[NH:38][CH2:39][CH2:40][CH2:41][CH2:42][CH2:43][NH:44][C:45]2=[O:47].